Dataset: the Open Reaction Database (ORD), a public repository of structured organic reaction records. Task: describe an organic reaction: reactants, conditions, products, and yield Starting materials: O=C([O-])[O-], CCCCCC, CC(C)=O, CN1CCC2(CC1)CN(c1ccc(Cl)cc1)c1ccccc12, ClCCl, [K+], [K+], N#CBr. Product: N#CN1CCC2(CC1)CN(c1ccc(Cl)cc1)c1ccccc12. RXN SMILES: [C:26](=[O:27])([O-:28])[O-:29].[CH3:32][CH2:33][CH2:34][CH2:35][CH2:36][CH3:37].[CH3:38][C:39]([CH3:40])=[O:41].[Cl:1][c:2]1[cH:3][cH:4][c:5]([N:8]2[CH2:9][C:10]3([c:11]4[cH:12][cH:13][cH:14][cH:15][c:16]42)[CH2:17][CH2:18][N:19]([CH3:22])[CH2:20][CH2:21]3)[cH:6][cH:7]1.[Cl:42][CH2:43][Cl:44].[K+:30].[K+:31].[N:23]#[C:24][Br:25]>>[Cl:1][c:2]1[cH:3][cH:4][c:5]([N:8]2[CH2:9][C:10]3([c:11]4[cH:12][cH:13][cH:14][cH:15][c:16]42)[CH2:17][CH2:18][N:19]([C:22]#[N:23])[CH2:20][CH2:21]3)[cH:6][cH:7]1. Reactants: COC=1C=C(C=O)C=C(C1OC)OC (3,4,5-trimethoxybenzaldehyde), N1[C@H](C(=O)O)CCC1 (L-proline), COC=1C=C(C(=O)CCC(=O)N2[C@H](C(=O)O)CCC2)C=C(C1OC)OC (1-[3-(3,4,5-trimethoxybenzoyl)propionyl]-L-proline), BrBr (bromine), COC=1C=C(C(=O)CCC(=O)O)C=C(C1OC)OC (3-(3,4,5-trimethoxybenzoyl)propionic acid), hydroxysuccinimide ester. Solvent: C(C)(=O)O (acetic acid). The product is BrC(CC(=O)N1[C@H](C(=O)O)CCC1)C(C1=CC(=C(C(=C1)OC)OC)OC)=O (1-[3-bromo-3-(3,4,5-trimethoxybenzoyl)propionyl]-L-proline). Reaction SMILES: COC1C=C(C=C(OC)C=1OC)C=O.COC1C=C(C=C(OC)C=1OC)C(CCC(O)=O)=O.N1CCC[C@H]1C(O)=O.[CH3:42][O:43][C:44]1[CH:45]=[C:46]([CH:61]=[C:62]([O:66][CH3:67])[C:63]=1[O:64][CH3:65])[C:47]([CH2:49][CH2:50][C:51]([N:53]1[CH2:60][CH2:59][CH2:58][C@H:54]1[C:55]([OH:57])=[O:56])=[O:52])=[O:48].[Br:68]Br>C(O)(=O)C>[Br:68][CH:49]([C:47](=[O:48])[C:46]1[CH:61]=[C:62]([O:66][CH3:67])[C:63]([O:64][CH3:65])=[C:44]([O:43][CH3:42])[CH:45]=1)[CH2:50][C:51]([N:53]1[CH2:60][CH2:59][CH2:58][C@H:54]1[C:55]([OH:57])=[O:56])=[O:52]. Procedure details: As described in Example 52, 3,4,5-trimethoxybenzaldehyde is converted to 3-(3,4,5-trimethoxybenzoyl)propionic acid. The preceding compound is converted to the hydroxysuccinimide ester as described in Example 15 and coupled to L-proline as described in Example 16. The 1-[3-(3,4,5-trimethoxybenzoyl)propionyl]-L-proline is reacted with bromine in acetic acid as in Example 20 to give 1-[3-bromo-3-(3,4,5-trimethoxybenzoyl)propionyl]-L-proline. The preciding compound is reacted with potassium thioacet... Reactants: BrC1=C(C2=C(N=C(N=C2)N2CCC(CC2)COCCN2CCCC2)S1)C1=CC=CC=C1 (6-Bromo-5-phenyl-2-[4-(2-pyrrolidin-1-ylethoxymethyl)-1-piperidyl]thieno[2,3-d]pyrimidine), CC1(C2=C(C(=CC=C2)P(C3=CC=CC=C3)C4=CC=CC=C4)OC5=C(C=CC=C51)P(C6=CC=CC=C6)C7=CC=CC=C7)C (xantphos), C(C)(=O)N (acetamide), C([O-])([O-])=O.[Cs+].[Cs+] (cesium carbonate). The reagents and catalysts are C=1C=CC(=CC1)/C=C/C(=O)/C=C/C2=CC=CC=C2.C=1C=CC(=CC1)/C=C/C(=O)/C=C/C2=CC=CC=C2.C=1C=CC(=CC1)/C=C/C(=O)/C=C/C2=CC=CC=C2.[Pd].[Pd] (Pd2(dba)3). Run in C(Cl)Cl (DCM), CC#N (MeCN). Conditions: temperature 150 celsius. Product: C1(=CC=CC=C1)C1=C(SC=2N=C(N=CC21)N2CCC(CC2)COCCN2CCCC2)NC(C)=O (N-[5-phenyl-2-[4-(2-pyrrolidin-1-ylethoxymethyl)-1-piperidyl]thieno[2,3-d]pyrimidin-6-yl]acetamide). Yield: 18.3%. Reaction SMILES: Br[C:2]1[S:25][C:5]2[N:6]=[C:7]([N:10]3[CH2:15][CH2:14][CH:13]([CH2:16][O:17][CH2:18][CH2:19][N:20]4[CH2:24][CH2:23][CH2:22][CH2:21]4)[CH2:12][CH2:11]3)[N:8]=[CH:9][C:4]=2[C:3]=1[C:26]1[CH:31]=[CH:30][CH:29]=[CH:28][CH:27]=1.[C:32]([NH2:35])(=[O:34])[CH3:33].C(=O)([O-])[O-].[Cs+].[Cs+].CC1(C)C2C(=C(P(C3C=CC=CC=3)C3C=CC=CC=3)C=CC=2)OC2C(P(C3C=CC=CC=3)C3C=CC=CC=3)=CC=CC1=2>C(Cl)Cl.C1C=CC(/C=C/C(/C=C/C2C=CC=CC=2)=O)=CC=1.C1C=CC(/C=C/C(/C=C/C2C=CC=CC=2)=O)=CC=1.C1C=CC(/C=C/C(/C=C/C2C=CC=CC=2)=O)=CC=1.[Pd].[Pd].CC#N>[C:26]1([C:3]2[C:4]3[CH:9]=[N:8][C:7]([N:10]4[CH2:15][CH2:14][CH:13]([CH2:16][O:17][CH2:18][CH2:19][N:20]5[CH2:24][CH2:23][CH2:22][CH2:21]5)[CH2:12][CH2:11]4)=[N:6][C:5]=3[S:25][C:2]=2[NH:35][C:32](=[O:34])[CH3:33])[CH:31]=[CH:30][CH:29]=[CH:28][CH:27]=1 |f:2.3.4,7.8.9.10.11|. Reported procedure: 6-Bromo-5-phenyl-2-[4-(2-pyrrolidin-1-ylethoxymethyl)-1-piperidyl]thieno[2,3-d]pyrimidine (0.125 g, 0.25 mmol), acetamide (0.022 g, 0.37 mmol), cesium carbonate (0.163 g, 0.5 mmol), xantphos (0.022 g, mol %), Pd2(dba)3 (0.010 g, 5 mol %) and MeCN (2 mL) were combined and heated to 150° C. for 30 minutes. The reaction was diluted with DCM (10 mL), washed with water (10 mL), passed through a hydrophobic frit and concentrated at reduced pressure. The resulting residue was purified by basic prep HPL... Reactants: OC=1C=C(C=CC1)C (3-hydroxytoluene), BrCC(=O)C1=CC=CC=C1 (α-bromoacetophenone), C([O-])([O-])=O.[K+].[K+] (potassium carbonate). Solvent: C1=CC=CC=C1 (benzene). Yields the product CC=1C=C(OCC(=O)C2=CC=CC=C2)C=CC1 (α-(3-methylphenoxy)acetophenone). As a reaction SMILES: [OH:1][C:2]1[CH:3]=[C:4]([CH3:8])[CH:5]=[CH:6][CH:7]=1.Br[CH2:10][C:11]([C:13]1[CH:18]=[CH:17][CH:16]=[CH:15][CH:14]=1)=[O:12].C(=O)([O-])[O-].[K+].[K+]>C1C=CC=CC=1>[CH3:8][C:4]1[CH:3]=[C:2]([CH:7]=[CH:6][CH:5]=1)[O:1][CH2:10][C:11]([C:13]1[CH:18]=[CH:17][CH:16]=[CH:15][CH:14]=1)=[O:12] |f:2.3.4|. Procedure: Equimolar amounts of 3-hydroxytoluene and α-bromoacetophenone are refluxed in benzene in the presence of potassium carbonate to provide α-(3-methylphenoxy)acetophenone.